This data is from the Open Reaction Database (ORD), a public repository of structured organic reaction records. The task is: describe an organic reaction: reactants, conditions, products, and yield Starting materials: CC(C)=O, O=c1cc(-c2ccc(N3CCC4(CC3)OCCO4)cc2)[nH][nH]1, O, O=S(=O)(O)O. Yields the product O=C1CCN(c2ccc(-c3cc(=O)[nH][nH]3)cc2)CC1. As a reaction SMILES: [CH3:29][C:30](=[O:31])[CH3:32].[O:1]1[CH2:3][CH2:2][O:4][C:5]12[CH2:6][CH2:7][N:8]([c:11]1[cH:12][cH:13][c:14](-[c:17]3[cH:18][c:19](=[O:22])[nH:20][nH:21]3)[cH:15][cH:16]1)[CH2:9][CH2:10]2.[OH2:28].[S:23](=[O:24])(=[O:25])([OH:26])[OH:27]>>[O:4]=[C:5]1[CH2:6][CH2:7][N:8]([c:11]2[cH:12][cH:13][c:14](-[c:17]3[cH:18][c:19](=[O:22])[nH:20][nH:21]3)[cH:15][cH:16]2)[CH2:9][CH2:10]1. The reactants are FC1=C(C(=CC(=C1)O)F)C=1C=C2C=CC(=CC2=CC1)O (6-(2,6-difluoro-4-hydroxyphenyl)-2-naphthol), C1CC(=O)N(C1=O)Cl (NCS). Solvent: C1CCOC1 (THF). Product: ClC1=C(C=CC2=CC(=CC=C12)C1=C(C=C(C=C1F)O)F)O (1-Chloro-6-(2,6-difluoro-4-hydroxyphenyl)-2-naphthol), yellowish solid. Procedure: The title compound was prepared by reacting 6-(2,6-difluoro-4-hydroxyphenyl)-2-naphthol (510 mg, 1.86 mmol) and NCS (301 mg, 2.25 mmol) in THF (30 mL) according to Method C to yield 440 mg (77%) of yellowish solid: mp 213-214° C.; The yield is 77.0%. As a reaction SMILES: [F:1][C:2]1[CH:7]=[C:6]([OH:8])[CH:5]=[C:4]([F:9])[C:3]=1[C:10]1[CH:11]=[C:12]2[C:17](=[CH:18][CH:19]=1)[CH:16]=[C:15]([OH:20])[CH:14]=[CH:13]2.C1C(=O)N([Cl:28])C(=O)C1>C1COCC1>[Cl:28][C:16]1[C:17]2[C:12](=[CH:11][C:10]([C:3]3[C:2]([F:1])=[CH:7][C:6]([OH:8])=[CH:5][C:4]=3[F:9])=[CH:19][CH:18]=2)[CH:13]=[CH:14][C:15]=1[OH:20]. The reactants are CC(=O)C (acetone), C(C1=CC=CC=C1)(=O)OOC(C1=CC=CC=C1)=O (benzoyl peroxide), dienes, C=CCCCCC=C (1,7-octadiene). Yields the product C=CCCCCCCC=C (1,9-decadiene), C1(\C=C/C(=O)O1)=O (maleic anhydride). RXN SMILES: [CH2:1]=[CH:2][CH2:3][CH2:4][CH2:5][CH2:6][CH:7]=[CH2:8].[C:9](O[O:18][C:19](=[O:26])[C:20]1C=CC=[CH:22][CH:21]=1)(=O)[C:10]1C=CC=CC=1.CC(C)=[O:29]>>[CH2:1]=[CH:2][CH2:3][CH2:4][CH2:5][CH2:6][CH2:7][CH2:8][CH:9]=[CH2:10].[C:19]1(=[O:26])[O:18][C:22](=[O:29])[CH:21]=[CH:20]1. Procedure: This Example shows use alternative dienes to 1,7-octadiene. 1,9-decadiene (55.2 g, 0.40 mol) and maleic anhydride (19.6 g, 0.20 mol) in acetone (200 g) was polymerized in the same apparatus and under the same conditions as Example 4. The yield of desired copolymer was 33.2 g. The 1H NMR showed 17 mole % vinyl octyl protons, 15 mole % saturated octyl protons, and 4.3 mole % phenyl protons from the benzoyl peroxide initiator. Further characterization is presented in Table 2 and in FIG. 2, as discu... Reactants: OC=1C=CC2=C(C1OC)C=1C(=C3C(=CC(NC3=CC1)(C)C)C)C(O2)C\C=C/C ((Z)2,5-Dihydro-9-hydroxy-10-methoxy-2,2,4-trimethyl-5-(2-butenyl)-1H-[1]benzopyrano[3,4-f]quinoline), [I-].C(C)(C)[P+](C1=CC=CC=C1)(C1=CC=CC=C1)C1=CC=CC=C1 (isopropyltriphenylphosphonium iodide). The product is OC=1C=CC2=C(C1OC)C=1C(=C3C(=CC(NC3=CC1)(C)C)C)C(O2)CC=C(C)C (2,5-Dihydro-9-hydroxy-10-methoxy-2,2,4-trimethyl-5-(3-methyl-2-butenyl)-1H-[1]benzopyrano[3,4-f]quinoline). RXN SMILES: [OH:1][C:2]1[CH:3]=[CH:4][C:5]2[O:24][CH:23]([CH2:25]/[CH:26]=[CH:27]\[CH3:28])[C:11]3=[C:12]4[C:17](=[CH:18][CH:19]=[C:10]3[C:6]=2[C:7]=1[O:8][CH3:9])[NH:16][C:15]([CH3:21])([CH3:20])[CH:14]=[C:13]4[CH3:22].[I-].[CH:30]([P+](C1C=CC=CC=1)(C1C=CC=CC=1)C1C=CC=CC=1)(C)C>>[OH:1][C:2]1[CH:3]=[CH:4][C:5]2[O:24][CH:23]([CH2:25][CH:26]=[C:27]([CH3:30])[CH3:28])[C:11]3=[C:12]4[C:17](=[CH:18][CH:19]=[C:10]3[C:6]=2[C:7]=1[O:8][CH3:9])[NH:16][C:15]([CH3:20])([CH3:21])[CH:14]=[C:13]4[CH3:22] |f:1.2|. Reported procedure: The intermediate aldehyde from Example 282 and isopropyltriphenylphosphonium iodide were processed according to Example 282 to give the desired compound. 1H NMR (300 MHz, DMSO-d6) δ 8.65 (s, 1H), 7.91 (d, J=9 Hz, 1H), 6.62 (d, J=9 Hz, 1H), 6.60 (d, J=9 Hz, 1H), 6.46 (d, J=9 Hz, 1H), 6.14 (s, 1H), 5.60 (dd, J=9, 3 Hz, 1H), 5.43 (s, 1H), 5.15 (m, 1H), 3.64 (s, 3H), 2.45-2.18 (m, 2H), 2.15 (s, 3H), 1.63 (s, 3H), 1.32 (s, 3H), 1.17 (s, 3H), 1.16 (s, 3H); MS (APCI) m/e (M+H)+ 392, (M−H)− 390. The reactants are N(N)C(=O)OC(C)(C)C (tert-butyl hydrazinecarboxylate), C1(=CC=CC=C1)S(=O)(=O)C=C (phenylvinylsulphone). Run in C(C)O (ethanol). Yields the product C1(=CC=CC=C1)S(=O)(=O)CCNNC(=O)OC(C)(C)C (Tert-butyl N′-(2-phenylsulphonyl-ethyl)-hydrazinecarboxylate). As a reaction SMILES: [NH:1]([C:3]([O:5][C:6]([CH3:9])([CH3:8])[CH3:7])=[O:4])[NH2:2].[C:10]1([S:16]([CH:19]=[CH2:20])(=[O:18])=[O:17])[CH:15]=[CH:14][CH:13]=[CH:12][CH:11]=1>C(O)C>[C:10]1([S:16]([CH2:19][CH2:20][NH:2][NH:1][C:3]([O:5][C:6]([CH3:9])([CH3:8])[CH3:7])=[O:4])(=[O:18])=[O:17])[CH:15]=[CH:14][CH:13]=[CH:12][CH:11]=1. Procedure details: A solution of 0.79 g tert-butyl hydrazinecarboxylate and 1.00 g phenylvinylsulphone in 8 ml of ethanol is refluxed for 5 h with stirring. Then the solvent is removed completely and the residue is chromatographed over silica gel (cyclohexane/ethyl acetate). Product: C(C)(C)SC=1C(OC(=CC1O)C)=O (3-Isopropylthio-4-hydroxy-6-methyl-2-pyrone). Procedure: A solution of 62.7 g. (0.57 mole) of isopropanesulfenyl chloride in 300 ml. of methylene chloride was added dropwise to a suspension of 84.5 g. (0.57 mole) of 4-hydroxy-6-methyl-2-pyrone in 200 ml. of methylene chloride while the reaction mixture was maintained at 20°C. The mixture was then warmed to 40°C. for 1.5 hours and finally stirred at room temperature for 17 hours. The by-product sodium chloride was removed by filtration and the filtrate evaporated to dryness, leaving a red liquid (85.5 ... Solvent: C(Cl)Cl (methylene chloride), C(Cl)Cl (methylene chloride). As a reaction SMILES: [CH:1]([S:4]Cl)([CH3:3])[CH3:2].[OH:6][C:7]1[CH:12]=[C:11]([CH3:13])[O:10][C:9](=[O:14])[CH:8]=1>C(Cl)Cl>[CH:1]([S:4][C:8]1[C:9](=[O:14])[O:10][C:11]([CH3:13])=[CH:12][C:7]=1[OH:6])([CH3:3])[CH3:2]. Conditions: temperature 40 celsius, time 17 hour. Reactants: C(C)(C)SCl (isopropanesulfenyl chloride), OC1=CC(OC(=C1)C)=O (4-hydroxy-6-methyl-2-pyrone), product. Starting materials: O=C([O-])[O-], CN(C)C=O, [Cs+], [Cs+], O, COC(=O)c1cnc(O)cn1, Cc1ccc(S(=O)(=O)OCF)cc1. The product is COC(=O)c1cnc(OCF)cn1. RXN SMILES: [C:14](=[O:15])([O-:16])[O-:17].[CH3:32][N:33]([CH3:34])[CH:35]=[O:36].[Cs+:18].[Cs+:19].[OH2:31].[OH:20][c:21]1[n:22][cH:23][c:24]([C:27](=[O:28])[O:29][CH3:30])[n:25][cH:26]1.[c:1]1([CH3:2])[cH:3][cH:4][c:5]([S:6](=[O:7])(=[O:8])[O:10][CH2:11][F:12])[cH:9][cH:13]1>>[O:10]([CH2:11][F:12])[c:21]1[n:22][cH:23][c:24]([C:27](=[O:28])[O:29][CH3:30])[n:25][cH:26]1.